This data is from the Open Reaction Database (ORD), a public repository of structured organic reaction records. The task is: describe an organic reaction: reactants, conditions, products, and yield The reactants are COc1ccc(-c2sc(C)nc2C(=O)O)cc1, Cc1nc2sccn2c1C(=O)NCC1NCC2CCCC21. Yields the product COc1ccc(-c2sc(C)nc2C(=O)N2CC3CCCC3C2CNC(=O)c2c(C)nc3sccn23)cc1. RXN SMILES: [CH3:22][O:23][c:24]1[cH:25][cH:26][c:27](-[c:30]2[c:31]([C:36](=[O:37])[OH:38])[n:32][c:33]([CH3:35])[s:34]2)[cH:28][cH:29]1.[CH:1]12[CH:2]([CH2:9][NH:10][C:11](=[O:12])[c:13]3[c:14]([CH3:21])[n:15][c:16]4[s:17][cH:18][cH:19][n:20]34)[NH:3][CH2:4][CH:5]1[CH2:6][CH2:7][CH2:8]2>>[CH:1]12[CH:2]([CH2:9][NH:10][C:11](=[O:12])[c:13]3[c:14]([CH3:21])[n:15][c:16]4[s:17][cH:18][cH:19][n:20]34)[N:3]([C:36]([c:31]3[c:30](-[c:27]4[cH:26][cH:25][c:24]([O:23][CH3:22])[cH:29][cH:28]4)[s:34][c:33]([CH3:35])[n:32]3)=[O:37])[CH2:4][CH:5]1[CH2:6][CH2:7][CH2:8]2.